This data is from the Open Reaction Database (ORD), a public repository of structured organic reaction records. The task is: describe an organic reaction: reactants, conditions, products, and yield Reactants: C([O-])([O-])=O.[Na+].[Na+] (Sodium carbonate), Pd(dppf)2, O (water), BrC=1C=C2N(N=CC(=C2NC(C(C(=O)OC)(C)C)C)C(N)=O)C1 (methyl 3-(6-bromo-3-carbamoylpyrrolo[1,2-b]pyridazin-4-ylamino)-2,2-dimethylbutanoate), C1(=CC=CC=C1)B(O)O (phenyl boronic acid). Reagents/catalysts: [OH-].C(CCC)[N+](CCCC)(CCCC)CCCC (tetrabutyl ammonium hydroxide). The solvent is C1(=CC=CC=C1)C (toluene). Reaction conditions: time 10 minute. Product: C(N)(=O)C1=C(C=2N(N=C1)C=C(C2)C2=CC=CC=C2)NC(C(C(=O)OC)(C)C)C (Methyl 3-(3-carbamoyl-6-phenylpyrrolo[1,2-b]pyridazin-4-ylamino)-2,2-dimethylbutanoate). The yield is 60.4%. As a reaction SMILES: Br[C:2]1[CH:3]=[C:4]2[C:9]([NH:10][CH:11]([CH3:19])[C:12]([CH3:18])([CH3:17])[C:13]([O:15][CH3:16])=[O:14])=[C:8]([C:20](=[O:22])[NH2:21])[CH:7]=[N:6][N:5]2[CH:23]=1.[C:24]1(B(O)O)[CH:29]=[CH:28][CH:27]=[CH:26][CH:25]=1.C(=O)([O-])[O-].[Na+].[Na+].O>C1(C)C=CC=CC=1.[OH-].C([N+](CCCC)(CCCC)CCCC)CCC>[C:20]([C:8]1[CH:7]=[N:6][N:5]2[CH:23]=[C:2]([C:24]3[CH:29]=[CH:28][CH:27]=[CH:26][CH:25]=3)[CH:3]=[C:4]2[C:9]=1[NH:10][CH:11]([CH3:19])[C:12]([CH3:18])([CH3:17])[C:13]([O:15][CH3:16])=[O:14])(=[O:22])[NH2:21] |f:2.3.4,7.8|. Procedure details: To a solution of methyl 3-(6-bromo-3-carbamoylpyrrolo[1,2-b]pyridazin-4-ylamino)-2,2-dimethylbutanoate (1.0 g, 2.61 mmol) in toluene (10 ml) was added phenyl boronic acid (0.44 g, 3.91 mmol) and stirred for 10 minutes at RT. Sodium carbonate (0.553 gm, 5.22 mmol), Pd(dppf)2 (0.10 gm, 3.91 mmol), water (2.0 ml) and tetrabutyl ammonium hydroxide (1 drop) was added at room temperature under nitrogen atmosphere and the reaction mixture was degassed with nitrogen for 15 minutes. The reaction mixture ... Reactants: FC1=C(C=C(C(=C1)C)SCC(F)(F)F)N1N=C(C=C1NCC#C)OC(C(OC(C(C(F)(F)F)(F)F)(F)F)F)(F)F (1-{2-fluoro-4-methyl-5-(2,2,2-trifluoroethylthio)phenyl}-5-(2-propynylamino)-3-{1,1,2-trifluoro-2-(heptafluoropropoxy)ethoxy}pyrazole), ClC1=CC(=CC=C1)C(=O)OO (m-chloroperbenzoic acid). Run in C(Cl)(Cl)Cl (chloroform). Reaction conditions: time 1 hour. Yields the product FC1=C(C=C(C(=C1)C)S(=O)CC(F)(F)F)N1N=C(C=C1NCC#C)OC(C(OC(C(C(F)(F)F)(F)F)(F)F)F)(F)F (1-{2-fluoro-4-methyl-5-(2,2,2-trifluoroethylsulfinyl)phenyl}-5-(2-propynylamino)-3-{1,1,2-trifluoro-2-(heptafluoropropoxy)ethoxy}pyrazole). Isolated yield 74.6%. Reaction SMILES: [F:1][C:2]1[CH:7]=[C:6]([CH3:8])[C:5]([S:9][CH2:10][C:11]([F:14])([F:13])[F:12])=[CH:4][C:3]=1[N:15]1[C:19]([NH:20][CH2:21][C:22]#[CH:23])=[CH:18][C:17]([O:24][C:25]([F:40])([F:39])[CH:26]([F:38])[O:27][C:28]([F:37])([F:36])[C:29]([F:35])([F:34])[C:30]([F:33])([F:32])[F:31])=[N:16]1.ClC1C=CC=C(C(OO)=[O:49])C=1>C(Cl)(Cl)Cl>[F:1][C:2]1[CH:7]=[C:6]([CH3:8])[C:5]([S:9]([CH2:10][C:11]([F:14])([F:13])[F:12])=[O:49])=[CH:4][C:3]=1[N:15]1[C:19]([NH:20][CH2:21][C:22]#[CH:23])=[CH:18][C:17]([O:24][C:25]([F:40])([F:39])[CH:26]([F:38])[O:27][C:28]([F:36])([F:37])[C:29]([F:34])([F:35])[C:30]([F:33])([F:31])[F:32])=[N:16]1. Reported procedure: 0.17 g of 1-{2-fluoro-4-methyl-5-(2,2,2-trifluoroethylthio)phenyl}-5-(2-propynylamino)-3-{1,1,2-trifluoro-2-(heptafluoropropoxy)ethoxy}pyrazole was dissolved in 10 mL of chloroform, and 80 mg of m-chloroperbenzoic acid (purity: 75%) was added under cooling with ice. After stirring for one hour under cooling with ice, the solution was washed with an aqueous sodium thiosulfate solution and then washed with an aqueous sodium hydrogen carbonate solution, and then dried over anhydrous sodium sulfate.... Starting materials: CC1=NC2=CC=CC=C2C=C1 (2-methylquinoline), CC1=C(C(=CC(=C1)C)C)S(=O)(=O)OC (methyl 2,4,6-trimethylbenzenesulfonate). Run in COCCOC (1,2-dimethoxyethane). Conditions: temperature 70 celsius, time 4 day. Product: CC1=C(C(=CC(=C1)C)C)S(=O)(=O)[O-].C[N+]1=C(C=CC2=CC=CC=C12)C (1,2-dimethylquinolinium 2,4,6-trimethylbenzenesulfonate). The yield is 50.0%. RXN SMILES: [CH3:1][C:2]1[CH:11]=[CH:10][C:9]2[C:4](=[CH:5][CH:6]=[CH:7][CH:8]=2)[N:3]=1.[CH3:12][C:13]1[CH:18]=[C:17]([CH3:19])[CH:16]=[C:15]([CH3:20])[C:14]=1[S:21]([O:24]C)(=[O:23])=[O:22]>COCCOC>[CH3:20][C:15]1[CH:16]=[C:17]([CH3:19])[CH:18]=[C:13]([CH3:12])[C:14]=1[S:21]([O-:24])(=[O:23])=[O:22].[CH3:12][N+:3]1[C:4]2[C:9](=[CH:8][CH:7]=[CH:6][CH:5]=2)[CH:10]=[CH:11][C:2]=1[CH3:1] |f:3.4|. Reported procedure: 2-methylquinoline (18.5 ml, 0.130 mol) and methyl 2,4,6-trimethylbenzenesulfonate (27.82 g, 0.130 mol, 1 equiv.) were dissolved in 1,2-dimethoxyethane and stirred at 70° C. for four days. The solution became violet-colored and the white solid was precipitated. The solution was filtered, and the filtered solution was dried in a vacuum oven at 50° C., affording light pink powder at a yield of 50%. Run in C(COCCO)O (diethylene glycol). Procedure: In the manner given in Preparation 11, 2-amino-2'-chloro-5-nitrobenzophenone hydrazone is refluxed with potassium hydroxide in diethylene glycol to give 2-(0-chlorobenzyl)-4-nitroaniline. Yields the product ClC1=C(CC2=C(N)C=CC(=C2)[N+](=O)[O-])C=CC=C1 (2-(0-chlorobenzyl)-4-nitroaniline). RXN SMILES: [NH2:1][C:2]1[CH:17]=[CH:16][C:15]([N+:18]([O-:20])=[O:19])=[CH:14][C:3]=1[C:4](=NN)[C:5]1[CH:10]=[CH:9][CH:8]=[CH:7][C:6]=1[Cl:11].[OH-].[K+]>C(O)COCCO>[Cl:11][C:6]1[CH:7]=[CH:8][CH:9]=[CH:10][C:5]=1[CH2:4][C:3]1[CH:14]=[C:15]([N+:18]([O-:20])=[O:19])[CH:16]=[CH:17][C:2]=1[NH2:1] |f:1.2|. Starting materials: NC1=C(C(C2=C(C=CC=C2)Cl)=NN)C=C(C=C1)[N+](=O)[O-] (2-amino-2'-chloro-5-nitrobenzophenone hydrazone), [OH-].[K+] (potassium hydroxide). Starting materials: ClC1=CC2=C(C=3C(C(N=C2C2=C(C=CC=C2)Cl)OC)=CNC3)C=C1 (8-chloro-6-(2-chlorophenyl)-4-methoxy-2H,4H-pyrrolo[3,4-d][2]benzazepine), CC(C)([O-])C.[K+] (potassium t-butoxide), CI (methyl iodide). The solvent is O (water), CN(C=O)C (dimethylformamide). Conditions: time 15 minute. The product is ClC1=CC2=C(C=3C(C(N=C2C2=C(C=CC=C2)Cl)OC)=CN(C3)C)C=C1 (8-Chloro-2-methyl-4-methoxy-6-(2-chlorophenyl)-2H,4H-pyrrolo[3,4-d][2]benzazepine). Reaction SMILES: [Cl:1][C:2]1[CH:24]=[CH:23][C:5]2[C:6]3[C:7](=[CH:20][NH:21][CH:22]=3)[CH:8]([O:18][CH3:19])[N:9]=[C:10]([C:11]3[CH:16]=[CH:15][CH:14]=[CH:13][C:12]=3[Cl:17])[C:4]=2[CH:3]=1.[CH3:25]C(C)([O-])C.[K+].CI>CN(C)C=O.O>[Cl:1][C:2]1[CH:24]=[CH:23][C:5]2[C:6]3[C:7](=[CH:20][N:21]([CH3:25])[CH:22]=3)[CH:8]([O:18][CH3:19])[N:9]=[C:10]([C:11]3[CH:16]=[CH:15][CH:14]=[CH:13][C:12]=3[Cl:17])[C:4]=2[CH:3]=1 |f:1.2|. Procedure: In one portion 1.0 g (2.8 mmol) of 8-chloro-6-(2-chlorophenyl)-4-methoxy-2H,4H-pyrrolo[3,4-d][2]benzazepine was added to a solution of 0.35 g (3.0 mmol) of potassium t-butoxide in 20 ml of dimethylformamide which was cooled to 0°. After stirring for 15 min, 0.3 ml (4.8 mmol) of methyl iodide was added. The mixture was stirred for 5 min, diluted with water and extracted with ether. The ether solution was washed with water, dried over anhydrous sodium sulfate, and concentrated at reduced pressure ... Reactants: C(O)CN (ethanolamine), O=C1CCN(CC1)C(=O)OC(C)(C)C (tert-butyl 4-oxopiperidine-1-carboxylate). The reagents and catalysts are [Pd] (palladium on charcoal), C(C)(=O)O (acetic acid). Run in C(C)O (ethanol), C(C)O (ethanol). The product is OCCNC1CCN(CC1)C(=O)OC(C)(C)C (tert-Butyl 4-[(2-hydroxyethyl)amino]piperidine-1-carboxylate). As a reaction SMILES: [CH2:1]([CH2:3][NH2:4])[OH:2].O=[C:6]1[CH2:11][CH2:10][N:9]([C:12]([O:14][C:15]([CH3:18])([CH3:17])[CH3:16])=[O:13])[CH2:8][CH2:7]1>[Pd].C(O)C.C(O)(=O)C>[OH:2][CH2:1][CH2:3][NH:4][CH:6]1[CH2:11][CH2:10][N:9]([C:12]([O:14][C:15]([CH3:18])([CH3:17])[CH3:16])=[O:13])[CH2:8][CH2:7]1. Reported procedure: A slurry of 10% palladium on charcoal (catalytic) in dry ethanol (3 mL) and acetic acid (5 drops) was added to a solution of ethanolamine (0.24 mL) and tert-butyl 4-oxopiperidine-1-carboxylate (0.80 g) in dry ethanol (10 mL) and hydrogenated at 2 bar for 26 hours. The solution was filtered through a glass fibre filter and the filtrate concentrated in vacuo to give the sub-titled compound (0.98 g) as a pale yellow oil. The reactants are C1CCOC1, CCOC(=O)N=NC(=O)OCC, O=C1NC(=O)c2ccccc21, CC(C)CC1(C(CCO)C(=O)OC(C)(C)C)CCN(CCc2ccccc2)C1=O, c1ccc(P(c2ccccc2)c2ccccc2)cc1. Product: CC(C)CC1(C(CCN2C(=O)c3ccccc3C2=O)C(=O)OC(C)(C)C)CCN(CCc2ccccc2)C1=O. RXN SMILES: [CH2:72]1[O:73][CH2:74][CH2:75][CH2:76]1.[O:1]=[C:2]([O:3][CH2:4][CH3:5])[N:6]=[N:7][C:8]([O:9][CH2:10][CH3:11])=[O:12].[O:61]=[C:62]1[NH:63][C:64](=[O:65])[c:66]2[cH:67][cH:68][cH:69][cH:70][c:71]21.[OH:13][CH2:14][CH2:15][CH:16]([C:17](=[O:18])[O:19][C:20]([CH3:21])([CH3:22])[CH3:23])[C:24]1([CH2:38][CH:39]([CH3:40])[CH3:41])[C:25](=[O:37])[N:26]([CH2:29][CH2:30][c:31]2[cH:32][cH:33][cH:34][cH:35][cH:36]2)[CH2:27][CH2:28]1.[c:42]1([P:43]([c:44]2[cH:45][cH:46][cH:47][cH:48][cH:49]2)[c:50]2[cH:51][cH:52][cH:53][cH:54][cH:55]2)[cH:56][cH:57][cH:58][cH:59][cH:60]1>>[CH2:14]([CH2:15][CH:16]([C:17](=[O:18])[O:19][C:20]([CH3:21])([CH3:22])[CH3:23])[C:24]1([CH2:38][CH:39]([CH3:40])[CH3:41])[C:25](=[O:37])[N:26]([CH2:29][CH2:30][c:31]2[cH:32][cH:33][cH:34][cH:35][cH:36]2)[CH2:27][CH2:28]1)[N:63]1[C:62](=[O:61])[c:71]2[c:66]([cH:67][cH:68][cH:69][cH:70]2)[C:64]1=[O:65].